This data is from the Open Reaction Database (ORD), a public repository of structured organic reaction records. The task is: describe an organic reaction: reactants, conditions, products, and yield Starting materials: CCC=CC(=O)OC, C1CCNC1. Product: CCC(CC(=O)OC)N1CCCC1. Reaction SMILES: [C:1]([CH:2]=[CH:3][CH2:4][CH3:5])(=[O:6])[O:7][CH3:8].[CH2:9]1[CH2:10][CH2:11][NH:12][CH2:13]1>>[C:1]([CH2:2][CH:3]([CH2:4][CH3:5])[N:12]1[CH2:11][CH2:10][CH2:9][CH2:13]1)(=[O:6])[O:7][CH3:8]. The reactants are C(C)(=O)NC(C(=O)OC)=CC1=C(C=C(C=C1)C#N)OC[C@@H](CCC(=O)OCC1=CC=CC=C1)NC(=O)OC(C)(C)C (methyl 2-acetamido-3-[2-[(2R)-4-benzyloxycarbonyl-2-(t-butoxycarbonylamino)butoxy]-4-cyanophenyl]acrylate), Cl (hydrogen chloride). Run in O1CCOCC1 (dioxane). Product: Cl.C(C)(=O)NC(C(=O)OC)=CC1=C(C=C(C=C1)C#N)OC[C@@H](CCC(=O)OCC1=CC=CC=C1)N (Methyl 2-acetamido-3-[2-[(2R)-4-benzyloxycarbonyl-2-aminobutoxy]-4-cyanophenyl]acrylate hydrochloride). As a reaction SMILES: [C:1]([NH:4][C:5](=[CH:10][C:11]1[CH:16]=[CH:15][C:14]([C:17]#[N:18])=[CH:13][C:12]=1[O:19][CH2:20][C@H:21]([NH:34]C(OC(C)(C)C)=O)[CH2:22][CH2:23][C:24]([O:26][CH2:27][C:28]1[CH:33]=[CH:32][CH:31]=[CH:30][CH:29]=1)=[O:25])[C:6]([O:8][CH3:9])=[O:7])(=[O:3])[CH3:2].[ClH:42]>O1CCOCC1>[ClH:42].[C:1]([NH:4][C:5](=[CH:10][C:11]1[CH:16]=[CH:15][C:14]([C:17]#[N:18])=[CH:13][C:12]=1[O:19][CH2:20][C@H:21]([NH2:34])[CH2:22][CH2:23][C:24]([O:26][CH2:27][C:28]1[CH:33]=[CH:32][CH:31]=[CH:30][CH:29]=1)=[O:25])[C:6]([O:8][CH3:9])=[O:7])(=[O:3])[CH3:2] |f:3.4|. Procedure details: 5 g of methyl 2-acetamido-3-[2-[(2R)-4-benzyloxycarbonyl-2-(t-butoxycarbonylamino)butoxy]-4-cyanophenyl]acrylate was stirred in 50 ml of dioxane containing 4 M of hydrogen chloride for 2 hours. The solvent was evaporated to obtain the title compound. The reactants are OC1=CC=C2CCC(C2=C1)=O (6-hydroxyindan-1-one), CC1=CC=C(C=C1)S(=O)(=O)OCCCCOC (4-methoxybutyl 4-methylbenzenesulfonate), [I-].[K+] (potassium iodide), C([O-])([O-])=O.[K+].[K+] (potassium carbonate). Run in O (water), C(C)#N (acetonitrile). Reaction conditions: temperature 80 celsius, time 5 hour. The product is COCCCOC1=CC=C2CCC(C2=C1)=O (6-(3-methoxypropoxy)indan-1-one). Isolated yield 50.0%. RXN SMILES: [OH:1][C:2]1[CH:10]=[C:9]2[C:5]([CH2:6][CH2:7][C:8]2=[O:11])=[CH:4][CH:3]=1.CC1C=CC(S(OC[CH2:24][CH2:25][CH2:26][O:27][CH3:28])(=O)=O)=CC=1.[I-].[K+].C(=O)([O-])[O-].[K+].[K+]>C(#N)C.O>[CH3:28][O:27][CH2:26][CH2:25][CH2:24][O:1][C:2]1[CH:10]=[C:9]2[C:5]([CH2:6][CH2:7][C:8]2=[O:11])=[CH:4][CH:3]=1 |f:2.3,4.5.6|. Procedure details: To a solution of 6-hydroxyindan-1-one (1.48 g) in acetonitrile (30 mL) were added 4-methoxybutyl 4-methylbenzenesulfonate (2.93 g), potassium iodide (166 mg) and potassium carbonate (2.07 g), and the mixture was heated to stir at 80° C. for 5 hours. To the reaction mixture was added water under ice-cooling, and then the mixture was extracted with ethyl acetate. The organic layer was washed with saturated saline, dried over sodium sulfate, and then concentrated under reduced pressure. The resulti... Starting materials: CCOC(=O)CC1Cc2cc(OCCCNC(=N)N)ccc2NC1=O, CCO, [Na+], [OH-], O=C(O)C(F)(F)F. The product is N=C(N)NCCCOc1ccc2c(c1)CC(CC(=O)O)C(=O)N2. RXN SMILES: [CH2:1]([CH3:2])[O:3][C:4]([CH2:5][CH:6]1[C:7](=[O:24])[NH:8][c:9]2[cH:10][cH:11][c:12]([O:16][CH2:17][CH2:18][CH2:19][NH:20][C:21](=[NH:22])[NH2:23])[cH:13][c:14]2[CH2:15]1)=[O:25].[CH3:35][CH2:36][OH:37].[Na+:27].[OH-:26].[OH:28][C:29]([C:30]([F:31])([F:32])[F:33])=[O:34]>>[O:3]=[C:4]([CH2:5][CH:6]1[C:7](=[O:24])[NH:8][c:9]2[cH:10][cH:11][c:12]([O:16][CH2:17][CH2:18][CH2:19][NH:20][C:21](=[NH:22])[NH2:23])[cH:13][c:14]2[CH2:15]1)[OH:25]. Starting materials: N1[C@H](C(=O)O)CCC1 (L-proline), C(O)([O-])=O.[Na+] (sodium hydrogen carbonate), O (water), ClC1=C(C=C(C(=O)SC[C@@H](C(=O)Cl)C)C=C1)S(N)(=O)=O (3-(4-chloro-3-sulfamoylbenzoylthio)-2(S)-methylpropionyl chloride). Run in CO (methanol). Conditions: time 3 hour. Product: ClC1=C(C=C(C(=O)SC[C@H](C(=O)N2[C@H](C(=O)O)CCC2)C)C=C1)S(N)(=O)=O (1-[3-(4-chloro-3-sulfamoylbenzoylthio)-2(S)-methylpropionyl]-L-proline). As a reaction SMILES: [NH:1]1[CH2:8][CH2:7][CH2:6][C@H:2]1[C:3]([OH:5])=[O:4].C(=O)([O-])O.[Na+].O.[Cl:15][C:16]1[CH:30]=[CH:29][C:19]([C:20]([S:22][CH2:23][C@H:24]([CH3:28])[C:25](Cl)=[O:26])=[O:21])=[CH:18][C:17]=1[S:31](=[O:34])(=[O:33])[NH2:32]>CO>[Cl:15][C:16]1[CH:30]=[CH:29][C:19]([C:20]([S:22][CH2:23][C@@H:24]([CH3:28])[C:25]([N:1]2[CH2:8][CH2:7][CH2:6][C@H:2]2[C:3]([OH:5])=[O:4])=[O:26])=[O:21])=[CH:18][C:17]=1[S:31](=[O:34])(=[O:33])[NH2:32] |f:1.2|. Reported procedure: 3 g of L-proline and 2 g of sodium hydrogen carbonate are added to 120 ml of water whereupon 3.5 g of 3-(4-chloro-3-sulfamoylbenzoylthio)-2(S)-methylpropionyl chloride is addedslowly under ice-cooling and stirring, and the resulting mixture is stirredat room temperature for 3 hours. The reaction mixture is then treated in ananalogous manner of Example 1 to give 1-[3-(4-chloro-3-sulfamoylbenzoylthio)-2(S)-methylpropionyl]-L-proline as white non-crystalline powder, [α]D25 -102.3 (methanol).